The task is: describe an organic reaction: reactants, conditions, products, and yield. This data is from the Open Reaction Database (ORD), a public repository of structured organic reaction records. The reactants are Cc1cncc(C(=O)Nc2c[nH]c3ncc(Br)c(F)c23)c1, CCCCO, CC(C)(C)OC(=O)NC1CCCNC1. Product: Cc1cncc(C(=O)Nc2c[nH]c3ncc(Br)c(N4CCCC(NC(=O)OC(C)(C)C)C4)c23)c1. RXN SMILES: [Br:15][c:16]1[c:17]([F:35])[c:18]2[c:19]([n:20][cH:21]1)[nH:22][cH:23][c:24]2[NH:25][C:26]([c:27]1[cH:28][n:29][cH:30][c:31]([CH3:33])[cH:32]1)=[O:34].[CH2:36]([OH:37])[CH2:38][CH2:39][CH3:40].[NH:1]1[CH2:2][CH:3]([NH:7][C:8]([O:9][C:10]([CH3:11])([CH3:12])[CH3:13])=[O:14])[CH2:4][CH2:5][CH2:6]1>>[N:1]1([c:17]2[c:16]([Br:15])[cH:21][n:20][c:19]3[c:18]2[c:24]([NH:25][C:26]([c:27]2[cH:28][n:29][cH:30][c:31]([CH3:33])[cH:32]2)=[O:34])[cH:23][nH:22]3)[CH2:2][CH:3]([NH:7][C:8]([O:9][C:10]([CH3:11])([CH3:12])[CH3:13])=[O:14])[CH2:4][CH2:5][CH2:6]1. The reactants are BrC=1C=C(OC2CCN(CC2)C(=O)OC(C)(C)C)C=C(C1)F (tert-butyl 4-(3-bromo-5-fluorophenoxy)piperidine-1-carboxylate), C(CCC)[Li] (n-butyllithium), CCCCCC (hexane), CN(C=O)C (N,N-dimethylformamide). Run in C1CCOC1 (THF). Reaction conditions: time 30 minute. The product is FC=1C=C(OC2CCN(CC2)C(=O)OC(C)(C)C)C=C(C1)C=O (tert-butyl 4-(3-fluoro-5-formylphenoxy)piperidine-1-carboxylate). Isolated yield 13.0%. As a reaction SMILES: Br[C:2]1[CH:3]=[C:4]([CH:19]=[C:20]([F:22])[CH:21]=1)[O:5][CH:6]1[CH2:11][CH2:10][N:9]([C:12]([O:14][C:15]([CH3:18])([CH3:17])[CH3:16])=[O:13])[CH2:8][CH2:7]1.C([Li])CCC.CCCCCC.CN(C)[CH:36]=[O:37]>C1COCC1>[F:22][C:20]1[CH:19]=[C:4]([CH:3]=[C:2]([CH:36]=[O:37])[CH:21]=1)[O:5][CH:6]1[CH2:11][CH2:10][N:9]([C:12]([O:14][C:15]([CH3:18])([CH3:17])[CH3:16])=[O:13])[CH2:8][CH2:7]1. Reported procedure: To a solution of tert-butyl 4-(3-bromo-5-fluorophenoxy)piperidine-1-carboxylate (0.666 g, 1.78 mmol) in THF (9.0 mL) at −78° C. was added 2.5M n-butyllithium in hexane (0.78 mL, 2.0 mmol). The solution was stirred at same temperature for 30 minutes, then N,N-dimethylformamide (1.4 mL, 18 mmol) was added to reaction flask. The reaction solution was allowed to warm to room temperature and stirred overnight. The reaction was quenched with water, and aqueous layer was extracted with ethyl acetate tw... Reactants: CS(=O)(=O)Cl (methanesulphonyl chloride), NC1=CC=C(C=C1)C1=N[C@H]2CCN(C[C@H]2C2=C1C=C(C(=C2)OC)OC)C (rac-cis-6-(4-aminophenyl)-8,9-dimethoxy-1,2,3,4,4a, 10b-hexahydro-2-methyl-benzo[c ][1,6]naphthyridine), [OH-].[Na+] (sodium hydroxide), ice water. Solvent: O1CCOCC1 (dioxane), N1=CC=CC=C1 (pyridine). Reaction conditions: temperature 60 celsius, time 3 hour. The product is COC=1C(=CC2=C(C(=N[C@H]3CCN(C[C@@H]23)C)C2=CC=C(C=C2)NS(=O)(=O)C)C1)OC (rac-cis-8,9-Dimethoxy-1,2,3,4,4a,10b-hexahydro-2-methyl-6-(4-methylsulphonamidophenyl)-benzo[c][1,6]naphthyridine). RXN SMILES: [CH3:1][S:2](Cl)(=[O:4])=[O:3].[NH2:6][C:7]1[CH:12]=[CH:11][C:10]([C:13]2[C:22]3[CH:23]=[C:24]([O:29][CH3:30])[C:25]([O:27][CH3:28])=[CH:26][C:21]=3[C@H:20]3[C@H:15]([CH2:16][CH2:17][N:18]([CH3:31])[CH2:19]3)[N:14]=2)=[CH:9][CH:8]=1.[OH-].[Na+]>O1CCOCC1.N1C=CC=CC=1>[CH3:30][O:29][C:24]1[C:25]([O:27][CH3:28])=[CH:26][C:21]2[C@H:20]3[C@H:15]([CH2:16][CH2:17][N:18]([CH3:31])[CH2:19]3)[N:14]=[C:13]([C:10]3[CH:11]=[CH:12][C:7]([NH:6][S:2]([CH3:1])(=[O:4])=[O:3])=[CH:8][CH:9]=3)[C:22]=2[CH:23]=1 |f:2.3|. Procedure details: A solution of 0.6 ml methanesulphonyl chloride in 3 ml absolute dioxane is added dropwise to a solution of 2.1 g rac-cis-6-(4-aminophenyl)-8,9-dimethoxy-1,2,3,4,4a, 10b-hexahydro-2-methyl-benzo[c ][1,6]naphthyridine in 20 ml absolute pyridine, and the mixture is then stirred at 60° C. for a further 3 h. After cooling, the mixture is poured onto 100 ml of an ice/water mixture, rendered alkaline with dilute sodium hydroxide solution and extracted with n-butanol. After the n-butanol has been evapor... RXN SMILES: [C:1](#[CH:2])[c:3]1[cH:4][c:5]([CH:9]2[CH:10]([NH:12][C:13](=[O:14])[NH:15][c:16]3[n:17][cH:18][c:19]([Cl:22])[cH:20][cH:21]3)[CH2:11]2)[cH:6][cH:7][cH:8]1.[CH3:35][C:36](=[O:37])[OH:38].[CH3:39][CH2:40][O:41][C:42](=[O:43])[CH3:44].[K+:29].[K+:30].[O-:31][C:32]([O-:33])=[O:34].[OH2:28].[S:23]([OH:24])(=[O:25])(=[O:26])[OH:27]>>[C:1]([CH3:2])([c:3]1[cH:4][c:5]([CH:9]2[CH:10]([NH:12][C:13](=[O:14])[NH:15][c:16]3[n:17][cH:18][c:19]([Cl:22])[cH:20][cH:21]3)[CH2:11]2)[cH:6][cH:7][cH:8]1)=[O:24]. Yields the product CC(=O)c1cccc(C2CC2NC(=O)Nc2ccc(Cl)cn2)c1. Reactants: C#Cc1cccc(C2CC2NC(=O)Nc2ccc(Cl)cn2)c1, CC(=O)O, CCOC(C)=O, [K+], [K+], O=C([O-])[O-], O, O=S(=O)(O)O. Reactants: BrCc1ccccc1, O=C([O-])[O-], O=[N+]([O-])c1cc(O)ccc1Cl, [Na+], [Na+], CN(C)C=O, O. The product is O=[N+]([O-])c1cc(OCc2ccccc2)ccc1Cl. Reaction SMILES: [Br:1][CH2:2][c:3]1[cH:4][cH:5][cH:6][cH:7][cH:8]1.[C:20](=[O:21])([O-:22])[O-:23].[Cl:9][c:10]1[c:11]([N+:17](=[O:18])[O-:19])[cH:12][c:13]([OH:16])[cH:14][cH:15]1.[Na+:24].[Na+:25].[O:27]=[CH:28][N:29]([CH3:30])[CH3:31].[OH2:26]>>[CH2:2]([c:3]1[cH:4][cH:5][cH:6][cH:7][cH:8]1)[O:16][c:13]1[cH:12][c:11]([N+:17](=[O:18])[O-:19])[c:10]([Cl:9])[cH:15][cH:14]1. Reactants: BrC1=NC=CC=N1 (2-bromopyrimidine), C(=O)([O-])[O-].[Na+].[Na+] (Na2CO3), ClC=1C=C(C(=NC1)C1=CC=C(C=C1)C)C1=CC=CC=C1 (5-Chloro-2-(4-methylphenyl)-3-phenylpyridine), bis(pinacoloto)diboron, C(C)(=O)[O-].[K+] (potassium acetate). The reagents and catalysts are C=1C=CC(=CC1)[P](C=2C=CC=CC2)(C=3C=CC=CC3)[Pd]([P](C=4C=CC=CC4)(C=5C=CC=CC5)C=6C=CC=CC6)([P](C=7C=CC=CC7)(C=8C=CC=CC8)C=9C=CC=CC9)[P](C=1C=CC=CC1)(C=1C=CC=CC1)C=1C=CC=CC1 (tetrakis(triphenylphosphine)palladium), C=1C=CC(=CC1)/C=C/C(=O)/C=C/C2=CC=CC=C2.C=1C=CC(=CC1)/C=C/C(=O)/C=C/C2=CC=CC=C2.C=1C=CC(=CC1)/C=C/C(=O)/C=C/C2=CC=CC=C2.[Pd].[Pd] (Pd2(dba)3). Run in O1CCOCC1 (dioxane). Conditions: temperature 160 celsius. Yields the product CC1=CC=C(C=C1)C1=C(C=C(C=N1)C1=NC=CC=N1)C1=CC=CC=C1 (2-[6-(4-methylphenyl)-5-phenylpyridin-3-yl]pyrimidine). Reaction SMILES: Cl[C:2]1[CH:3]=[C:4]([C:15]2[CH:20]=[CH:19][CH:18]=[CH:17][CH:16]=2)[C:5]([C:8]2[CH:13]=[CH:12][C:11]([CH3:14])=[CH:10][CH:9]=2)=[N:6][CH:7]=1.C([O-])(=O)C.[K+].Br[C:27]1[N:32]=[CH:31][CH:30]=[CH:29][N:28]=1.C([O-])([O-])=O.[Na+].[Na+]>O1CCOCC1.C1C=CC(/C=C/C(/C=C/C2C=CC=CC=2)=O)=CC=1.C1C=CC(/C=C/C(/C=C/C2C=CC=CC=2)=O)=CC=1.C1C=CC(/C=C/C(/C=C/C2C=CC=CC=2)=O)=CC=1.[Pd].[Pd].C1C=CC([P]([Pd]([P](C2C=CC=CC=2)(C2C=CC=CC=2)C2C=CC=CC=2)([P](C2C=CC=CC=2)(C2C=CC=CC=2)C2C=CC=CC=2)[P](C2C=CC=CC=2)(C2C=CC=CC=2)C2C=CC=CC=2)(C2C=CC=CC=2)C2C=CC=CC=2)=CC=1>[CH3:14][C:11]1[CH:12]=[CH:13][C:8]([C:5]2[N:6]=[CH:7][C:2]([C:27]3[N:32]=[CH:31][CH:30]=[CH:29][N:28]=3)=[CH:3][C:4]=2[C:15]2[CH:20]=[CH:19][CH:18]=[CH:17][CH:16]=2)=[CH:9][CH:10]=1 |f:1.2,4.5.6,8.9.10.11.12,^1:104,106,125,144|. Procedure details: A mixture of 5-Chloro-2-(4-methylphenyl)-3-phenylpyridine (10-2; 0.050 g, 0.179 mmol), bis(pinacoloto)diboron (0.054 g, 0.214 mmol), potassium acetate (0.026 g, 0.268 mmol), Pd2(dba)3 (5 mg, 0.005 mmol) tricyclohexylphosphine (4 mg, 0.013 mmol) in anhydrous dioxane (2 mL) was degassed (3× pump/N2) and heated at 160° C. in the microwave for 1 hr. forms the boronic acid. In the same pot, 2-bromopyrimidine (0.042 g, 0.26mmol), tetrakis(triphenylphosphine)palladium (0.010 g, 0.00895 mmol), and 2M aq... Run at temperature 130 celsius. Yields the product BrC=1C=CC2=C(SC(=C2)C2=CC=C(C=C2)C2=CN=C(N2)[C@H]2N(CCC2)C(=O)OC(C)(C)C)C1 ((S)-tert-butyl 2-(5-(4-(6-bromobenzo[b]thiophen-2-yl)phenyl)-1H-imidazol-2-yl)pyrrolidine-1-carboxylate). Reagents/catalysts: [Pd].C1(=CC=CC=C1)P(C1=CC=CC=C1)C1=CC=CC=C1.C1(=CC=CC=C1)P(C1=CC=CC=C1)C1=CC=CC=C1.C1(=CC=CC=C1)P(C1=CC=CC=C1)C1=CC=CC=C1.C1(=CC=CC=C1)P(C1=CC=CC=C1)C1=CC=CC=C1 (tetrakis(triphenylphosphine) palladium (0)). RXN SMILES: [Br:1][C:2]1[CH:3]=[CH:4][C:5]2[CH:9]=[CH:8][S:7][C:6]=2[CH:10]=1.CC1(C)C(C)(C)OB([C:19]2[CH:24]=[CH:23][C:22]([C:25]3[NH:29][C:28]([C@@H:30]4[CH2:34][CH2:33][CH2:32][N:31]4[C:35]([O:37][C:38]([CH3:41])([CH3:40])[CH3:39])=[O:36])=[N:27][CH:26]=3)=[CH:21][CH:20]=2)O1.C(=O)([O-])[O-].[K+].[K+]>O.C(COC)OC.[Pd].C1(P(C2C=CC=CC=2)C2C=CC=CC=2)C=CC=CC=1.C1(P(C2C=CC=CC=2)C2C=CC=CC=2)C=CC=CC=1.C1(P(C2C=CC=CC=2)C2C=CC=CC=2)C=CC=CC=1.C1(P(C2C=CC=CC=2)C2C=CC=CC=2)C=CC=CC=1>[Br:1][C:2]1[CH:3]=[CH:4][C:5]2[CH:9]=[C:8]([C:19]3[CH:20]=[CH:21][C:22]([C:25]4[NH:29][C:28]([C@@H:30]5[CH2:34][CH2:33][CH2:32][N:31]5[C:35]([O:37][C:38]([CH3:41])([CH3:40])[CH3:39])=[O:36])=[N:27][CH:26]=4)=[CH:23][CH:24]=3)[S:7][C:6]=2[CH:10]=1 |f:2.3.4,7.8.9.10.11|. Solvent: O (water), C(OC)COC (dimethoxyethane). Starting materials: BrC=1C=CC2=C(SC=C2)C1 (6-bromobenzo[b]thiophene), CC1(OB(OC1(C)C)C1=CC=C(C=C1)C1=CN=C(N1)[C@H]1N(CCC1)C(=O)OC(C)(C)C)C ((S)-tert-butyl 2-(5-(4-(4,4,5,5-tetramethyl-1,3,2-dioxaborolan-2-yl)phenyl)-1H-imidazol-2-yl)pyrrolidine-1-carboxylate), C([O-])([O-])=O.[K+].[K+] (potassium carbonate). Procedure details: A mixture of 6-bromobenzo[b]thiophene (702 mg, 2.07 mmol), (S)-tert-butyl 2-(5-(4-(4,4,5,5-tetramethyl-1,3,2-dioxaborolan-2-yl)phenyl)-1H-imidazol-2-yl)pyrrolidine-1-carboxylate (700 mg, 1.59 mmol), tetrakis(triphenylphosphine) palladium (0) (184 mg, 0.15 mmol), potassium carbonate (440 mg, 3.19 mmol) in water (2 mL) and dimethoxyethane (10 mL) was heated in a microwave reactor at 130° C. for 30 minutes. The dimethoxyethane was removed under reduced pressure. The resulting residue was partitione... Isolated yield 36.5%. Reactants: CCOC(C)=O, Cc1ccc(-n2cnc(C(F)(F)F)n2)c(C)c1, O=S(=O)(O)Cl. Yields the product Cc1cc(C)c(S(=O)(=O)Cl)cc1-n1cnc(C(F)(F)F)n1. As a reaction SMILES: [CH3:23][CH2:24][O:25][C:26](=[O:27])[CH3:28].[CH3:6][c:7]1[cH:8][c:9]([CH3:22])[c:10](-[n:13]2[n:14][c:15]([C:18]([F:19])([F:20])[F:21])[n:16][cH:17]2)[cH:11][cH:12]1.[Cl:1][S:2](=[O:3])(=[O:4])[OH:5]>>[Cl:1][S:2](=[O:3])(=[O:5])[c:12]1[c:7]([CH3:6])[cH:8][c:9]([CH3:22])[c:10](-[n:13]2[n:14][c:15]([C:18]([F:19])([F:20])[F:21])[n:16][cH:17]2)[cH:11]1. Starting materials: [Al+3], CC(C)(C)C1CC(=O)C1, CC(C)(C)O, [H-], [H-], [H-], [H-], [H-], [Li+], C1CCOC1. Product: CC(C)(C)C1CC(O)C1. As a reaction SMILES: [Al+3:2].[C:13]([CH3:14])([CH3:15])([CH3:16])[CH:17]1[CH2:18][C:19](=[O:21])[CH2:20]1.[CH3:7][C:8]([OH:9])([CH3:10])[CH3:11].[H-:12].[H-:1].[H-:4].[H-:5].[H-:6].[Li+:3].[O:22]1[CH2:23][CH2:24][CH2:25][CH2:26]1>>[C:13]([CH3:14])([CH3:15])([CH3:16])[CH:17]1[CH2:18][CH:19]([OH:21])[CH2:20]1.